This data is from the Open Reaction Database (ORD), a public repository of structured organic reaction records. The task is: describe an organic reaction: reactants, conditions, products, and yield The reactants are O[C@H](C)[C@@H]1[C@H]2[C@H](C(=C(N2C1=O)C(=O)O)S[C@H]1C[C@H](NC1)COCCNC(=O)N)C ((4R,5S,6S)-6-[(1R)-1-hydroxyethyl]-4-methyl-7-oxo-3-[(2S,4S)-2-{(2-ureidoethyl)oxymethyl}-pyrrolidin-4-yl]thio-1-azabicyclo[3.2.0]hept-2-ene-2-carboxylic acid), Cl.C(C)(OCC)=N (ethyl acetimidate hydrochloride), Cl (hydrochloric acid), C([O-])([O-])=O.[K+].[K+] (potassium carbonate). Run in O (water). Product: C(C)(=N)N1[C@@H](C[C@@H](C1)SC1=C(N2C([C@@H]([C@H]2[C@H]1C)[C@@H](C)O)=O)C(=O)O)COCCNC(=O)N ((4R,5S,6S)-3-[(2S,4S)-1-acetimidoyl-2-{(2-ureidoethyl)oxymethyl}pyrrolidin-4-yl]thio-6-[ (1R)-1-hydroxyethyl]-4-methyl-7-oxo-1-azabicyclo[3.2.0]hept-2-ene-2-carboxylic acid). The yield is 66.9%. Reaction SMILES: [OH:1][C@@H:2]([C@H:4]1[C:10](=[O:11])[N:9]2[C@@H:5]1[C@@H:6]([CH3:29])[C:7]([S:15][C@@H:16]1[CH2:20][NH:19][C@H:18]([CH2:21][O:22][CH2:23][CH2:24][NH:25][C:26]([NH2:28])=[O:27])[CH2:17]1)=[C:8]2[C:12]([OH:14])=[O:13])[CH3:3].Cl.[C:31](=[NH:36])(OCC)[CH3:32].C(=O)([O-])[O-].[K+].[K+].Cl>O>[C:31]([N:19]1[CH2:20][C@@H:16]([S:15][C:7]2[C@H:6]([CH3:29])[C@H:5]3[N:9]([C:10](=[O:11])[C@@H:4]3[C@H:2]([OH:1])[CH3:3])[C:8]=2[C:12]([OH:14])=[O:13])[CH2:17][C@H:18]1[CH2:21][O:22][CH2:23][CH2:24][NH:25][C:26]([NH2:28])=[O:27])(=[NH:36])[CH3:32] |f:1.2,3.4.5|. Reported procedure: To a solution of (4R,5S,6S)-6-[(1R)-1-hydroxyethyl]-4-methyl-7-oxo-3-[(2S,4S)-2-{(2-ureidoethyl)oxymethyl}-pyrrolidin-4-yl]thio-1-azabicyclo[3.2.0]hept-2-ene-2-carboxylic acid (0.15 g) in water (30 ml) was added ethyl acetimidate hydrochloride (1.65 g) by portions at 0°-5° C., keeping the pH between 8.4-8.6 with 10% aqueous potassium carbonate. After adjusting to pH 6.5 with lN aqueous hydrochloric acid, the solution was washed with 10% solution of tetrahydrofuran in ethyl acetate (50 ml) by fou... Starting materials: N=C1CC2(CCCOC2)Oc2ccc(Br)cc21, CC#N, CC(=O)C(N)=S. Product: CC1=NC2(CC3(CCCOC3)Oc3ccc(Br)cc32)NC1=S. As a reaction SMILES: [Br:7][c:8]1[cH:9][c:10]2[c:15]([cH:16][cH:17]1)[O:14][C:13]1([CH2:12][C:11]2=[NH:23])[CH2:18][O:19][CH2:20][CH2:21][CH2:22]1.[CH3:24][C:25]#[N:26].[O:1]=[C:2]([C:3]([NH2:4])=[S:5])[CH3:6]>>[C:2]1([CH3:6])=[N:23][C:11]2([NH:4][C:3]1=[S:5])[c:10]1[cH:9][c:8]([Br:7])[cH:17][cH:16][c:15]1[O:14][C:13]1([CH2:12]2)[CH2:18][O:19][CH2:20][CH2:21][CH2:22]1.